This data is from the Open Reaction Database (ORD), a public repository of structured organic reaction records. The task is: describe an organic reaction: reactants, conditions, products, and yield Reactants: [BH4-], C1CCOC1, CCOC(C)=O, CC(=O)O, CCOC(C)=O, CCCCCC, COc1c(C)c(C)c2c(c1C)C(O)C1(CCC1)CN2c1ccc(Cl)cc1, [Na+], O, O=C(O)C(F)(F)F. Product: COc1c(C)c(C)c2c(c1C)CC1(CCC1)CN2c1ccc(Cl)cc1. RXN SMILES: [BH4-:12].[CH2:40]1[O:41][CH2:42][CH2:43][CH2:44]1.[CH2:58]([O:59][C:60](=[O:61])[CH3:62])[CH3:63].[CH3:1][C:2](=[O:3])[OH:4].[CH3:45][CH2:46][O:47][C:48]([CH3:49])=[O:50].[CH3:51][CH2:52][CH2:53][CH2:54][CH2:55][CH3:56].[Cl:14][c:15]1[cH:16][cH:17][c:18]([N:21]2[CH2:22][C:23]3([CH2:24][CH2:25][CH2:26]3)[CH:27]([OH:39])[c:28]3[c:29]([CH3:38])[c:30]([O:36][CH3:37])[c:31]([CH3:35])[c:32]([CH3:34])[c:33]32)[cH:19][cH:20]1.[Na+:13].[OH2:57].[OH:5][C:6]([C:7]([F:8])([F:9])[F:10])=[O:11]>>[Cl:14][c:15]1[cH:16][cH:17][c:18]([N:21]2[CH2:22][C:23]3([CH2:24][CH2:25][CH2:26]3)[CH2:27][c:28]3[c:29]([CH3:38])[c:30]([O:36][CH3:37])[c:31]([CH3:35])[c:32]([CH3:34])[c:33]32)[cH:19][cH:20]1. Reactants: C(CCC)(=O)C=1C=NC2=C(C=CC=C2C1NC1=C(C=CC=C1)C)O (3-butyryl-4-(2-methylphenylamino)-8-hydroxyquinoline), CC(C)([O-])C.[K+] (potassium t-butoxide), ClCCOCCOCCO (2-(2-(chloroethoxy)ethoxy)ethanol). Solvent: O1CCCC1 (tetrahydrofuran). Product: C(CCC)(=O)C=1C=NC2=C(C=CC=C2C1NC1=C(C=CC=C1)C)OCCOCCOCCO (3-butyryl-4-(2-methylphenylamino)-8-(2-(2-(2-hydroxyethoxy)ethoxy)ethoxy)quinoline). Yield: 68.4%. Reaction SMILES: [C:1]([C:6]1[CH:7]=[N:8][C:9]2[C:14]([C:15]=1[NH:16][C:17]1[CH:22]=[CH:21][CH:20]=[CH:19][C:18]=1[CH3:23])=[CH:13][CH:12]=[CH:11][C:10]=2[OH:24])(=[O:5])[CH2:2][CH2:3][CH3:4].CC(C)([O-])C.[K+].Cl[CH2:32][CH2:33][O:34][CH2:35][CH2:36][O:37][CH2:38][CH2:39][OH:40]>O1CCCC1>[C:1]([C:6]1[CH:7]=[N:8][C:9]2[C:14]([C:15]=1[NH:16][C:17]1[CH:22]=[CH:21][CH:20]=[CH:19][C:18]=1[CH3:23])=[CH:13][CH:12]=[CH:11][C:10]=2[O:24][CH2:32][CH2:33][O:34][CH2:35][CH2:36][O:37][CH2:38][CH2:39][OH:40])(=[O:5])[CH2:2][CH2:3][CH3:4] |f:1.2|. Procedure details: A mixture of 3-butyryl-4-(2-methylphenylamino)-8-hydroxyquinoline (2.40 g, 7.5 mmol), potassium t-butoxide (1.22 g, 10 mmol) and 2-(2-(2-(chloroethoxy)ethoxy)ethanol (2.18 ml, 15 mmol) in tetrahydrofuran (40 ml) was heated at reflux for 3 days. The solvent was evaporated, the residue taken up in dichloromethane, washed with water and brine, dried and evaporated. Chromatography (silica gel, 0-10% methanol in ethyl acetate) and crystallisation from ether gave 3-butyryl-4-(2-methylphenylamino)-8-(2...